From a dataset of the Open Reaction Database (ORD), a public repository of structured organic reaction records. describe an organic reaction: reactants, conditions, products, and yield The reactants are CC(=O)[O-], CC(=O)O, O=Cc1cccc(Cl)c1Cl, [Na+], O=C1CSC(=S)N1. Product: O=C1NC(=S)SC1=Cc1cccc(Cl)c1Cl. RXN SMILES: [CH3:19][C:20](=[O:21])[O-:22].[CH3:23][C:24](=[O:25])[OH:26].[Cl:1][c:2]1[c:3]([CH:4]=[O:5])[cH:6][cH:7][cH:8][c:9]1[Cl:10].[Na+:18].[S:11]1[C:12](=[S:13])[NH:14][C:15](=[O:16])[CH2:17]1>>[Cl:1][c:2]1[c:3]([CH:4]=[C:17]2[S:11][C:12](=[S:13])[NH:14][C:15]2=[O:16])[cH:6][cH:7][cH:8][c:9]1[Cl:10]. Starting materials: C1CCOC1, CN, O=Cc1nc2c(N3CCOCC3)nc(Cl)nc2s1, O. The product is CNCc1nc2c(N3CCOCC3)nc(Cl)nc2s1. RXN SMILES: [CH2:21]1[O:22][CH2:23][CH2:24][CH2:25]1.[CH3:19][NH2:20].[Cl:1][c:2]1[n:3][c:4]([N:13]2[CH2:14][CH2:15][O:16][CH2:17][CH2:18]2)[c:5]2[c:6]([n:7]1)[s:8][c:9]([CH:11]=[O:12])[n:10]2.[OH2:26]>>[Cl:1][c:2]1[n:3][c:4]([N:13]2[CH2:14][CH2:15][O:16][CH2:17][CH2:18]2)[c:5]2[c:6]([n:7]1)[s:8][c:9]([CH2:11][NH:20][CH3:19])[n:10]2. Starting materials: CC(=O)[O-], COc1cc(-c2cnc3c(n2)c(C(=O)C(C)(C)CCN2CCOCC2)cn3COCC[Si](C)(C)C)cc(OC)c1OC, ClCCl, [Na+], O, O, O, O=C(O)C(F)(F)F. Product: COc1cc(-c2cnc3[nH]cc(C(=O)C(C)(C)CCN4CCOCC4)c3n2)cc(OC)c1OC. As a reaction SMILES: [C:46]([O-:47])(=[O:48])[CH3:49].[CH3:1][C:2]([C:3](=[O:4])[c:5]1[cH:6][n:7]([CH2:26][O:27][CH2:28][CH2:29][Si:30]([CH3:31])([CH3:32])[CH3:33])[c:8]2[n:9][cH:10][c:11](-[c:14]3[cH:15][c:16]([O:24][CH3:25])[c:17]([O:22][CH3:23])[c:18]([O:20][CH3:21])[cH:19]3)[n:12][c:13]12)([CH2:34][CH2:35][N:36]1[CH2:37][CH2:38][O:39][CH2:40][CH2:41]1)[CH3:42].[Cl:51][CH2:52][Cl:53].[Na+:50].[OH2:43].[OH2:44].[OH2:45].[OH:54][C:55]([C:56]([F:57])([F:58])[F:59])=[O:60]>>[CH3:1][C:2]([C:3](=[O:4])[c:5]1[cH:6][nH:7][c:8]2[n:9][cH:10][c:11](-[c:14]3[cH:15][c:16]([O:24][CH3:25])[c:17]([O:22][CH3:23])[c:18]([O:20][CH3:21])[cH:19]3)[n:12][c:13]12)([CH2:34][CH2:35][N:36]1[CH2:37][CH2:38][O:39][CH2:40][CH2:41]1)[CH3:42]. Reactants: NC1=C(C(=NN1C1=C(C=C(C=C1)O)F)C)C#N (5-amino-1-(2-fluoro-4-hydroxyphenyl)-3-methyl-1H-pyrazole-4-carbonitrile), C(C(=O)C)CC(C)=O (acetonylacetone), CCOC(=O)C (EtOAc). Reported procedure: A solution of 5-amino-1-(2-fluoro-4-hydroxyphenyl)-3-methyl-1H-pyrazole-4-carbonitrile (100 mg, 0.43 mmol) and acetonylacetone (507 μL, 4.31 mmol) in glacial acetic (3 mL) acid was heated at 140° C. in the micro for 30 min. The mixture was transferred to a round bottom flask using EtOAc and evaporated, toluene was added and again evaporated, CH2Cl2 and silica was finally added and the mixture was evaporated to dryness. Purification using silica chromatography (short plug) gave 5-(2,5-dimethyl-1H... Product: CC=1N(C(=CC1)C)C1=C(C(=NN1C1=C(C=C(C=C1)O)F)C)C#N (5-(2,5-dimethyl-1H-pyrrol-1-yl)-1-(2-fluoro-4-hydroxyphenyl)-3-methyl-1H-pyrazole-4-carbonitrile). Solvent: CC(=O)OCC1=C2C=CC=CC2=C(C3=CC=CC=C31)COC(=O)C (acetic). As a reaction SMILES: [NH2:1][C:2]1[N:6]([C:7]2[CH:12]=[CH:11][C:10]([OH:13])=[CH:9][C:8]=2[F:14])[N:5]=[C:4]([CH3:15])[C:3]=1[C:16]#[N:17].[CH2:18]([CH2:22][C:23](=O)[CH3:24])[C:19]([CH3:21])=O.CCOC(C)=O>CC(OCC1C2C(=CC=CC=2)C(COC(C)=O)=C2C=1C=CC=C2)=O>[CH3:24][C:23]1[N:1]([C:2]2[N:6]([C:7]3[CH:12]=[CH:11][C:10]([OH:13])=[CH:9][C:8]=3[F:14])[N:5]=[C:4]([CH3:15])[C:3]=2[C:16]#[N:17])[C:19]([CH3:21])=[CH:18][CH:22]=1. Isolated yield 98.9%. Starting materials: CO, ClCc1cccc2ccccc12, [Mn], [Na+], [Na+], O, O=S([O-])S(=O)[O-]. Product: O=C(O)Cc1cccc2ccccc12. RXN SMILES: [CH3:22][OH:23].[Cl:1][CH2:2][c:3]1[cH:4][cH:5][cH:6][c:7]2[cH:8][cH:9][cH:10][cH:11][c:12]12.[Mn:24].[Na+:20].[Na+:21].[OH2:13].[S:14]([S:15]([O-:16])=[O:17])([O-:18])=[O:19]>>[CH2:2]([c:3]1[cH:4][cH:5][cH:6][c:7]2[cH:8][cH:9][cH:10][cH:11][c:12]12)[C:22](=[O:13])[OH:23]. Reactants: CC(C)(C)OC(=O)N(CCCBr)Cc1ccc2c(c1)OCO2, CCOC(=O)Cc1nc(-n2ccnc2)ns1, CS(C)=O, [H-], [Na+], O. Product: CCOC(=O)C(CCCN(Cc1ccc2c(c1)OCO2)C(=O)OC(C)(C)C)c1nc(-n2ccnc2)ns1. As a reaction SMILES: [C:19]([CH3:20])([CH3:21])([CH3:22])[O:23][C:24]([N:25]([CH2:26][CH2:27][CH2:28][Br:29])[CH2:30][c:31]1[cH:32][c:33]2[c:34]([cH:38][cH:39]1)[O:35][CH2:36][O:37]2)=[O:40].[CH2:1]([CH3:2])[O:3][C:4]([CH2:5][c:6]1[n:7][c:8](-[n:11]2[cH:12][n:13][cH:14][cH:15]2)[n:9][s:10]1)=[O:16].[CH3:42][S:43]([CH3:44])=[O:45].[H-:18].[Na+:17].[OH2:41]>>[CH2:1]([CH3:2])[O:3][C:4]([CH:5]([c:6]1[n:7][c:8](-[n:11]2[cH:12][n:13][cH:14][cH:15]2)[n:9][s:10]1)[CH2:28][CH2:27][CH2:26][N:25]([C:24]([O:23][C:19]([CH3:20])([CH3:21])[CH3:22])=[O:40])[CH2:30][c:31]1[cH:32][c:33]2[c:34]([cH:38][cH:39]1)[O:35][CH2:36][O:37]2)=[O:16]. Reactants: C(C)OC(COC1=CC2=C(SC(=C2)C)C(=C1Cl)Cl)=O (ethyl[(6,7-dichloro-2-methylbenzo[b]thien-5-yl)oxy]acetate). Run in [OH-].[Na+] (sodium hydroxide), C(C)O (ethanol). Conditions: time 2 hour. The product is ClC=1C(=CC2=C(SC(=C2)C)C1Cl)OCC(=O)O ([(6,7-dichloro-2-methylbenzo[b]thien-5-yl)oxy]acetic acid). Yield: 84.3%. As a reaction SMILES: C([O:3][C:4](=[O:19])[CH2:5][O:6][C:7]1[C:16]([Cl:17])=[C:15]([Cl:18])[C:10]2[S:11][C:12]([CH3:14])=[CH:13][C:9]=2[CH:8]=1)C>[OH-].[Na+].C(O)C>[Cl:17][C:16]1[C:7]([O:6][CH2:5][C:4]([OH:19])=[O:3])=[CH:8][C:9]2[CH:13]=[C:12]([CH3:14])[S:11][C:10]=2[C:15]=1[Cl:18] |f:1.2|. Reported procedure: A mixture of 2.6 g of ethyl[(6,7-dichloro-2-methylbenzo[b]thien-5-yl)oxy]acetate in 20 ml of 20% sodium hydroxide solution and 20 ml of ethanol is warmed on a steam bath for 1 hour. The cooled mixture is concentrated in vacuo to remove the ethanol and the aqueous mixture is acidified with conc. hydrochloric acid to pH 2. After stirring at room temperature for 2 hours, the solid collected on a filter, dried and recrystallized from acetone-hexane to give 2.0 g of [(6,7-dichloro-2-methylbenzo[b]thi... Reactants: B, C1CCOC1, C1CCOC1, COC(=O)c1ccc2c(C3CCCCC3)c3n(c2c1)CC(C(=O)OC)N(C)c1ccccc1-3. The product is COC(=O)c1ccc2c(C3CCCCC3)c3n(c2c1)CC(CO)N(C)c1ccccc1-3. Reaction SMILES: [BH3:34].[CH2:35]1[O:36][CH2:37][CH2:38][CH2:39]1.[CH2:40]1[O:41][CH2:42][CH2:43][CH2:44]1.[CH:1]1([c:7]2[c:8]3[cH:9][cH:10][c:11]([C:30](=[O:31])[O:32][CH3:33])[cH:12][c:13]3[n:14]3[c:20]2-[c:19]2[c:18]([cH:24][cH:23][cH:22][cH:21]2)[N:17]([CH3:25])[CH:16]([C:26](=[O:27])[O:28][CH3:29])[CH2:15]3)[CH2:2][CH2:3][CH2:4][CH2:5][CH2:6]1>>[CH:1]1([c:7]2[c:8]3[cH:9][cH:10][c:11]([C:30](=[O:31])[O:32][CH3:33])[cH:12][c:13]3[n:14]3[c:20]2-[c:19]2[c:18]([cH:24][cH:23][cH:22][cH:21]2)[N:17]([CH3:25])[CH:16]([CH2:26][OH:27])[CH2:15]3)[CH2:2][CH2:3][CH2:4][CH2:5][CH2:6]1. The reactants are Cl.Cl.Cl.ClC=1C=NC=2NC=3C=NC=C(CCC4=C(C=CC(NC1N2)=C4)N)C3 (6-chloro-2,4,8,18,22-pentaazatetracyclo[14.3.1.1(3,7).1(9,13)]docosa-1(20),3(22),4,6,9(21),10,12,16,18-nonaen-12-amine trihydrochloride), N(=O)[O-].[Na+] (sodium nitrite), [I-].[K+] (potassium iodide). The solvent is S(O)(O)(=O)=O (sulfuric acid), O (water), O (water), O (water). Reaction conditions: time 1 hour. The product is ClC=1C=NC=2NC=3C=NC=C(CCC4=C(C=CC(NC1N2)=C4)I)C3 (6-Chloro-12-iodo-2,4,8,18,22-pentaazatetracyclo[14.3.1.1(3,7).1(9,13)]docosa-1(20),3(22),4,6,9(21),10,12,16,18-nonaene). Isolated yield 63.8%. Reaction SMILES: Cl.Cl.Cl.[Cl:4][C:5]1[CH:6]=[N:7][C:8]2[NH:9][C:10]3[CH:11]=[N:12][CH:13]=[C:14]([CH:27]=3)[CH2:15][CH2:16][C:17]3[CH:25]=[C:21]([NH:22][C:23]=1[N:24]=2)[CH:20]=[CH:19][C:18]=3N.N([O-])=O.[Na+].[I-:32].[K+]>S(=O)(=O)(O)O.O>[Cl:4][C:5]1[CH:6]=[N:7][C:8]2[NH:9][C:10]3[CH:11]=[N:12][CH:13]=[C:14]([CH:27]=3)[CH2:15][CH2:16][C:17]3[CH:25]=[C:21]([NH:22][C:23]=1[N:24]=2)[CH:20]=[CH:19][C:18]=3[I:32] |f:0.1.2.3,4.5,6.7|. Reported procedure: To a solution of 6-chloro-2,4,8,18,22-pentaazatetracyclo[14.3.1.1(3,7).1(9,13)]docosa-1(20),3(22),4,6,9(21),10,12,16,18-nonaen-12-amine trihydrochloride (161 mg, 0.359 mmol) in 2.0 M of sulfuric acid in water (1.8 mL, 3.59 mmol) was added a solution of sodium nitrite (37.2 mg, 0.539 mmol) in water dropwise at 0° C. The reaction solution was stirred at same temperature for 1 h, then a solution of potassium iodide (89.4 mg, 0.539 mmol) in water was added at 0° C. The reaction solution was stirred ...